Task: describe an organic reaction: reactants, conditions, products, and yield. Dataset: the Open Reaction Database (ORD), a public repository of structured organic reaction records The reactants are C1CNCCN1, COc1ccccc1S(=O)(=O)Oc1ccc2c(=O)c(C(=O)O)cn3c2c1CCC3C, CS(C)=O. Product: CC1CCc2c(N3CCNCC3)ccc3c(=O)c(C(=O)O)cn1c23. Reaction SMILES: [CH2:31]1[CH2:32][NH:33][CH2:34][CH2:35][NH:36]1.[CH3:1][O:2][c:3]1[cH:4][cH:5][cH:6][cH:7][c:8]1[S:9]([O:10][c:13]1[cH:14][cH:15][c:16]2[c:17](=[O:30])[c:18]([C:27](=[O:28])[OH:29])[cH:19][n:20]3[c:25]2[c:24]1[CH2:23][CH2:22][CH:21]3[CH3:26])(=[O:11])=[O:12].[CH3:37][S:38](=[O:39])[CH3:40]>>[c:13]1([N:33]2[CH2:32][CH2:31][NH:36][CH2:35][CH2:34]2)[cH:14][cH:15][c:16]2[c:17](=[O:30])[c:18]([C:27](=[O:28])[OH:29])[cH:19][n:20]3[c:25]2[c:24]1[CH2:23][CH2:22][CH:21]3[CH3:26]. Starting materials: C(C1=CC=CC=C1)OC1=CC=C(C=C1)CC(C(=O)OCC)OS(=O)(=O)C (ethyl 3-(4-benzyloxyphenyl)-2-methanesulfonyloxypropionate), ClC1=CC=C(C=C1)O (4-chlorophenol), C([O-])([O-])=O.[K+].[K+] (potassium carbonate). The solvent is CN(C=O)C (N,N-dimethylformamide). Reaction conditions: temperature 70 celsius, time 16 hour. Product: C(C1=CC=CC=C1)OC1=CC=C(C=C1)CC(C(=O)OCC)OC1=CC=C(C=C1)Cl (Ethyl 3-(4-benzyloxyphenyl)-2-(4-chlorophenoxy)propionate). Isolated yield 62.6%. Reaction SMILES: [CH2:1]([O:8][C:9]1[CH:14]=[CH:13][C:12]([CH2:15][CH:16]([O:22]S(C)(=O)=O)[C:17]([O:19][CH2:20][CH3:21])=[O:18])=[CH:11][CH:10]=1)[C:2]1[CH:7]=[CH:6][CH:5]=[CH:4][CH:3]=1.[Cl:27][C:28]1[CH:33]=[CH:32][C:31](O)=[CH:30][CH:29]=1.C(=O)([O-])[O-].[K+].[K+]>CN(C)C=O>[CH2:1]([O:8][C:9]1[CH:14]=[CH:13][C:12]([CH2:15][CH:16]([O:22][C:31]2[CH:32]=[CH:33][C:28]([Cl:27])=[CH:29][CH:30]=2)[C:17]([O:19][CH2:20][CH3:21])=[O:18])=[CH:11][CH:10]=1)[C:2]1[CH:7]=[CH:6][CH:5]=[CH:4][CH:3]=1 |f:2.3.4|. Procedure: To a solution of ethyl 3-(4-benzyloxyphenyl)-2-methanesulfonyloxypropionate (8.82 g) obtained from Reference example 24(b) and 4-chlorophenol (3.00 g) in N,N-dimethylformamide (110 ml) was added potassium carbonate (6.44 g), and the mixture was stirred at 70° C. for 16 hours. The reaction solution was partitioned between ethyl acetate and water, and then the ethyl acetate layer was dried over anhydrous magnesium sulfate and concentrated under reduced pressure. The residue was purified by chromat... The reactants are CCOCC (Ether), CN[C@H]1[C@@H](CCCC1)N1CCCC1 (Trans-N-Methyl-2-(1-pyrrolidinyl]cyclohexanamine), acid chloride, ClC1=CC=C(OCC(=O)O)C=C1 (4-chlorophenoxyacetic acid). Run in C(Cl)Cl (methylene chloride), C(Cl)Cl (methylene chloride). Reaction conditions: time 12 hour. Product: Cl.ClC1=CC=C(OCC(=O)N([C@H]2[C@@H](CCCC2)N2CCCC2)C)C=C1 (trans-2-(4-chlorophenoxy)-N-methyl-N-[2-(1-pyrrolidinyl)cyclohexyl]acetamide, hydrochloride). As a reaction SMILES: [CH3:1][NH:2][C@@H:3]1[CH2:8][CH2:7][CH2:6][CH2:5][C@H:4]1[N:9]1[CH2:13][CH2:12][CH2:11][CH2:10]1.[Cl:14][C:15]1[CH:25]=[CH:24][C:18]([O:19][CH2:20][C:21]([OH:23])=O)=[CH:17][CH:16]=1.CCOCC>C(Cl)Cl>[ClH:14].[Cl:14][C:15]1[CH:16]=[CH:17][C:18]([O:19][CH2:20][C:21]([N:2]([CH3:1])[C@@H:3]2[CH2:8][CH2:7][CH2:6][CH2:5][C@H:4]2[N:9]2[CH2:13][CH2:12][CH2:11][CH2:10]2)=[O:23])=[CH:24][CH:25]=1 |f:4.5|. Procedure details: Trans-N-Methyl-2-(1-pyrrolidinyl]cyclohexanamine (0.182 g) was dissolved in methylene chloride (10 ml) and stirred at room temperature. The acid chloride of 4-chlorophenoxyacetic acid (0.205 g) dissolved in methylene chloride (10 ml) was added and let stand for 12 hours. Ether was added to rapidly stirred solution until no more precipitate appeared. After further rapid stirring for one hour, the precipitate was filtered and dried in a vacuum oven at 90° C. for one hour, and stored in a predried ... Starting materials: [BH4-].[Na+] (sodium borohydride), Cl (hydrochloric acid), C(=O)(N1C=NC=C1)N1C=NC=C1 (1,1′-carbonyldiimidazole), ClC1=C(C(=O)O)C=CC(=C1)[N+](=O)[O-] (2-chloro-4-nitrobenzoic acid). The solvent is O (water), C1CCOC1 (THF), O (water). Run at temperature 35 celsius, time 1.5 hour. Product: ClC1=C(C=CC(=C1)[N+](=O)[O-])CO ((2-chloro-4-nitrophenyl)methanol). Reaction SMILES: C(N1C=CN=C1)(N1C=CN=C1)=O.[Cl:13][C:14]1[CH:22]=[C:21]([N+:23]([O-:25])=[O:24])[CH:20]=[CH:19][C:15]=1[C:16](O)=[O:17].[BH4-].[Na+].Cl>C1COCC1.O>[Cl:13][C:14]1[CH:22]=[C:21]([N+:23]([O-:25])=[O:24])[CH:20]=[CH:19][C:15]=1[CH2:16][OH:17] |f:2.3|. Reported procedure: 35.9 g (0.22 mol) of 1,1′-carbonyldiimidazole is slowly added to a solution of 41.1 g (0.2 mol) of 2-chloro-4-nitrobenzoic acid in 400 mL of THF. The reaction mixture is stirred for 1.5 hours at 35° C. Then the green reaction mixture is cooled down using ice and at maximum 20° C. combined dropwise with a solution of 26.5 g (0.7 mol) of sodium borohydride in 400 mL of water. After 1.5 hours stirring, the reaction mixture is diluted with 200 mL of water and then neutralized with 250 mL of semiconc...